Dataset: the Open Reaction Database (ORD), a public repository of structured organic reaction records. Task: describe an organic reaction: reactants, conditions, products, and yield Reactants: N1(C=NC=C1)CCCCN1C=CC2=CC=C(C=C12)[N+](=O)[O-] (1-(4-(1H-imidazol-1-yl)butyl)-6-nitro-1H-indole), N1(C=NC=C1)CCCCN1C=CC2=CC=C(C=C12)[N+](=O)[O-] (1-(4-(1H-imidazol-1-yl)butyl)-6-nitro-1H-indole), I.CSC(=N)C=1SC=CC1 (Thiophene-2-carboximidothioic acid methyl ester hydroiodide). The reagents and catalysts are [Pd] (Palladium). Solvent: C(C)OCC (diethyl ether), C(C)O (ethanol). Run at time 3 hour. Product: N1(C=NC=C1)CCCCN1C=CC2=CC=C(C=C12)NC(=N)C=1SC=CC1 (N-(1-(4-(1H-imidazol-1-yl)butyl)-1H-indol-6-yl)thiophene-2-carboximidamide). Yield: 54.5%. RXN SMILES: [N:1]1([CH2:6][CH2:7][CH2:8][CH2:9][N:10]2[C:18]3[C:13](=[CH:14][CH:15]=[C:16]([N+:19]([O-])=O)[CH:17]=3)[CH:12]=[CH:11]2)[CH:5]=[CH:4][N:3]=[CH:2]1.I.CS[C:25]([C:27]1[S:28][CH:29]=[CH:30][CH:31]=1)=[NH:26]>C(O)C.C(OCC)C.[Pd]>[N:1]1([CH2:6][CH2:7][CH2:8][CH2:9][N:10]2[C:18]3[C:13](=[CH:14][CH:15]=[C:16]([NH:19][C:25]([C:27]4[S:28][CH:29]=[CH:30][CH:31]=4)=[NH:26])[CH:17]=3)[CH:12]=[CH:11]2)[CH:5]=[CH:4][N:3]=[CH:2]1 |f:1.2|. Procedure details: 1-(4-(1H-imidazol-1-yl)butyl)-6-nitro-1H-indole (compound 166, 145 mg, 0.510 mmol) was dissolved in anhydrous ethanol (7 mL) in a dry argon purged flask. Palladium, 10 wt % on activated carbon (54.2 mg, 0.051 mmol) is quickly added and the atmosphere from the flask evacuated by vacuum pump and replaced with hydrogen from a balloon. The atmosphere is evacuated from the flask and replaced with hydrogen twice more and the mixture stirred under a hydrogen atmosphere at room temperature. After 3 hour... RXN SMILES: [Br:19][CH2:20][C:21](=[O:22])[c:23]1[cH:24][cH:25][cH:26][cH:27][cH:28]1.[CH3:29][S:30]([CH3:31])=[O:32].[H-:15].[H:17][H:18].[Na+:16].[OH:1][c:2]1[cH:3][c:4]([C:5](=[O:6])[OH:7])[cH:8][c:9]([C:11]([F:12])([F:13])[F:14])[cH:10]1>>[O:1]([c:2]1[cH:3][c:4]([C:5](=[O:6])[OH:7])[cH:8][c:9]([C:11]([F:12])([F:13])[F:14])[cH:10]1)[CH2:20][C:21](=[O:22])[c:23]1[cH:24][cH:25][cH:26][cH:27][cH:28]1. The product is O=C(O)c1cc(OCC(=O)c2ccccc2)cc(C(F)(F)F)c1. Starting materials: O=C(CBr)c1ccccc1, CS(C)=O, [H-], [H][H], [Na+], O=C(O)c1cc(O)cc(C(F)(F)F)c1. The reactants are CCOC(=O)C.CCCCCCC (EtOAc heptane), COC=1C=C(C=CC1C)CC(=O)O (2-(3-methoxy-4-methylphenyl)acetic acid), CO (methanol), CO (Methanol). The solvent is O1CCCC1 (Tetrahydrofuran). Conditions: time 18 hour. Yields the product COC=1C=C(C=CC1C)CCO (2-(3-methoxy-4-methylphenyl)ethanol). Isolated yield 86.7%. Reaction SMILES: [CH3:1][O:2][C:3]1[CH:4]=[C:5]([CH2:10][C:11](O)=[O:12])[CH:6]=[CH:7][C:8]=1[CH3:9].CO.CCOC(C)=O.CCCCCCC>O1CCCC1>[CH3:1][O:2][C:3]1[CH:4]=[C:5]([CH2:10][CH2:11][OH:12])[CH:6]=[CH:7][C:8]=1[CH3:9] |f:2.3|. Reported procedure: 2-(3-methoxy-4-methylphenyl)acetic acid (1 g, 5.55 mmol) was dissolved in Tetrahydrofuran (27.7 ml). A solution of borane tetrahydrofuran complex (12.21 ml, 12.21 mmol) was added slowly under nitrogen. The reaction was stirred for about 18 h. Methanol was slowly to quench the reaction. The mixture was rotovapped. More methanol was added. The mixture was rotovapped. This was repeat two more times. The solution was passed through a short pad of silica gel eluting with 1:1 EtOAc/heptane and then ro... Reactants: C(C)(C)(C)OC(=O)C1(C(C=CC1=O)CC(=O)OC)C\C=C/CC (5-tert-butoxycarbonyl-4-methoxycarbonylmethyl-5-(cis-2-pentenyl)-2-cyclopentenone), C1(=CC=C(C=C1)S(=O)(=O)O)C (p-toluene sulfonic acid), C([O-])(O)=O.[Na+] (sodium bicarbonate). The solvent is C1=CC=CC=C1 (benzene). Yields the product COC(=O)CC1C=CC(C1C\C=C/CC)=O (4-methoxycarbonylmethyl-5-(cis-2-pentenyl)-2-cyclopentenone). RXN SMILES: C(OC([C:8]1([CH2:19]/[CH:20]=[CH:21]\[CH2:22][CH3:23])[C:12](=[O:13])[CH:11]=[CH:10][CH:9]1[CH2:14][C:15]([O:17][CH3:18])=[O:16])=O)(C)(C)C.C1(C)C=CC(S(O)(=O)=O)=CC=1.C(=O)(O)[O-].[Na+]>C1C=CC=CC=1>[CH3:18][O:17][C:15]([CH2:14][CH:9]1[CH:8]([CH2:19]/[CH:20]=[CH:21]\[CH2:22][CH3:23])[C:12](=[O:13])[CH:11]=[CH:10]1)=[O:16] |f:2.3|. Reported procedure: A 540 mg quantity of 5-tert-butoxycarbonyl-4-methoxycarbonylmethyl-5-(cis-2-pentenyl)-2-cyclopentenone and 10 mg of p-toluene sulfonic acid are dissolved in 20 ml of benzene, and the solution is refluxed for 20 minutes. The resulting reaction mixture is neutralized with sodium bicarbonate. The solvent is distilled off from the mixture, and the residue is distilled in a vacuum, giving 4-methoxycarbonylmethyl-5-(cis-2-pentenyl)-2-cyclopentenone (compound (1-a), R2 =CH3) in a yield of 91%, b.p. 88°... Starting materials: BrCC#N (bromoacetonitrile), C(N)(=N)SCC1=NC(=NC(=C1)N1[C@H](COCC1)C)C1=CC=C(C=C1)NC(N(C)C)=O (3-[4-[4-(Carbamimidoylsulfanylmethyl)-6-[(3S)-3-methylmorpholin-4-yl]pyrimidin-2-yl]phenyl]-1,1-dimethyl-urea), [OH-].[Na+] (sodium hydroxide). Solvent: CN(C)C=O (DMF), O (water). The product is C(#N)CSCC1=NC(=NC(=C1)N1[C@H](COCC1)C)C1=CC=C(C=C1)NC(N(C)C)=O (3-[4-[4-(Cyanomethylsulfanylmethyl)-6-[(3S)-3-methylmorpholin-4-yl]pyrimidin-2-yl]phenyl]-1,1-dimethyl-urea). Reaction SMILES: [C:1]([S:4][CH2:5][C:6]1[CH:11]=[C:10]([N:12]2[CH2:17][CH2:16][O:15][CH2:14][C@@H:13]2[CH3:18])[N:9]=[C:8]([C:19]2[CH:24]=[CH:23][C:22]([NH:25][C:26](=[O:30])[N:27]([CH3:29])[CH3:28])=[CH:21][CH:20]=2)[N:7]=1)(=N)N.BrC[C:33]#[N:34].[OH-].[Na+]>CN(C=O)C.O>[C:33]([CH2:1][S:4][CH2:5][C:6]1[CH:11]=[C:10]([N:12]2[CH2:17][CH2:16][O:15][CH2:14][C@@H:13]2[CH3:18])[N:9]=[C:8]([C:19]2[CH:24]=[CH:23][C:22]([NH:25][C:26](=[O:30])[N:27]([CH3:28])[CH3:29])=[CH:21][CH:20]=2)[N:7]=1)#[N:34] |f:2.3|. Procedure: 3-[4-[4-(Carbamimidoylsulfanylmethyl)-6-[(3S)-3-methylmorpholin-4-yl]pyrimidin-2-yl]phenyl]-1,1-dimethyl-urea (0.38 mmol) was dissolved in DMF (2 mL). This was treated with bromoacetonitrile (0.030 mL) and then the sodium hydroxide (61 mg) in water (1 mL) and stirred at RT for 15 minutes. The reaction mixture was concentrated in vacuo and the residue loaded onto a SCX-2 column, washed with methanol and the desired material removed with 7N ammonia in methanol. The desired material was isolated an... Starting materials: CCOC(=O)CCl, CC(C)=O, Oc1cccc(F)c1, [K+], [K+], O=C([O-])[O-]. The product is CCOC(=O)COc1cccc(F)c1. Reaction SMILES: [CH2:9]([CH3:10])[O:11][C:12]([CH2:13][Cl:14])=[O:15].[CH3:22][C:23](=[O:24])[CH3:25].[F:1][c:2]1[cH:3][c:4]([OH:8])[cH:5][cH:6][cH:7]1.[K+:16].[K+:17].[O-:18][C:19]([O-:20])=[O:21]>>[F:1][c:2]1[cH:3][c:4]([O:8][CH2:13][C:12]([O:11][CH2:9][CH3:10])=[O:15])[cH:5][cH:6][cH:7]1.